From a dataset of the Open Reaction Database (ORD), a public repository of structured organic reaction records. describe an organic reaction: reactants, conditions, products, and yield Starting materials: acid, COC(\C=C\C=C\CCC(=O)OC(C)(C)C)=O ((E,E)-Octa-2,4-dienedioic acid 8-t-butyl ester 1-methyl ester), C(=O)(C(F)(F)F)O (TFA), NC1=CC=CC=C1 (aniline), C(CCl)Cl (EDC), crude acid. Reagents/catalysts: CN(C)C=1C=CN=CC1 (DMAP). The solvent is C(Cl)Cl (CH2Cl2), C(Cl)Cl (CH2Cl2), CCOC(=O)C (EtOAc). Conditions: time 1.5 hour. Yields the product COC(\C=C\C=C\CCC(NC1=CC=CC=C1)=O)=O ((E,E)-7-Phenylcarbamoyl-hepta-2,4-dienoic acid methyl ester). Yield: 52.3%. RXN SMILES: CO[C:3](=[O:17])/[CH:4]=[CH:5]/[CH:6]=[CH:7]/[CH2:8][CH2:9][C:10]([O:12][C:13](C)(C)C)=[O:11].C(O)(C(F)(F)F)=O.[NH2:25][C:26]1[CH:31]=[CH:30][CH:29]=[CH:28][CH:27]=1.C(Cl)CCl>C(Cl)Cl.CN(C1C=CN=CC=1)C.CCOC(C)=O>[CH3:13][O:12][C:10](=[O:11])/[CH:9]=[CH:8]/[CH:7]=[CH:6]/[CH2:5][CH2:4][C:3](=[O:17])[NH:25][C:26]1[CH:31]=[CH:30][CH:29]=[CH:28][CH:27]=1. Procedure: To a stirred solution of diester 43 (1.00 g, 4.61 mmol) in CH2Cl2 (40 mL) was added TFA (4.0 mL) and let react for 6 h. The mixture was concentrated under reduced pressure to remove volatiles. A white solid consisting of the crude acid (710 mg, 3.85 mmol) remained. This acid (400 mg, 2.17 mmol) was dissolved in CH2Cl2 (20 mL) and to this stirred solution were added DMAP (13 mg), aniline (218 μL, 2.39 mmol), and EDC (500 mg, 2.61 mmol). After 1.5 h, the mixture was diluted with EtOAc and washed w...